Dataset: the Open Reaction Database (ORD), a public repository of structured organic reaction records. Task: describe an organic reaction: reactants, conditions, products, and yield Reactants: 1-methyl-4-chlorobutyryl chloride, [OH-].[Na+] (NaOH), CC(CC1=C(C(=NC(=C1)C(F)(F)F)C(F)F)C(=O)OC)C (2-methylpropyl-2-(difluoromethyl)-6-(trifluoromethyl)-3-pyridinecarboxylic acid, methyl ester). The reagents and catalysts are [Cl-].C(C1=CC=CC=C1)[N+](CC)(CC)CC (benzyltriethylammonium chloride). Solvent: ClCCl (dichloromethane). Reaction conditions: time 2 hour. Product: C(#N)C(C=1C(=C(C(=NC1C(F)(F)F)C(F)F)C(=O)OC)CC(C)C)=C1OCCC1C (5-[Cyano(dihydro-3-methyl-2(3H)-furanylidene)methyl]-2-(difluoromethyl)-4-(2-methylpropyl)-6-(trifluoromethyl)-3-pyridinecarboxylic acid, methyl ester). Yield: 51.0%. As a reaction SMILES: [CH3:1][CH:2]([CH3:21])[CH2:3][C:4]1[CH:9]=[C:8]([C:10]([F:13])([F:12])[F:11])[N:7]=[C:6]([CH:14]([F:16])[F:15])[C:5]=1[C:17]([O:19][CH3:20])=[O:18].[OH-:22].[Na+]>[Cl-].C([N+](CC)(CC)CC)C1C=CC=CC=1.ClCCl>[C:8]([C:9](=[C:4]1[CH:5]([CH3:17])[CH2:6][CH2:14][O:22]1)[C:9]1[C:4]([CH2:3][CH:2]([CH3:21])[CH3:1])=[C:5]([C:17]([O:19][CH3:20])=[O:18])[C:6]([CH:14]([F:16])[F:15])=[N:7][C:8]=1[C:10]([F:12])([F:13])[F:11])#[N:7] |f:1.2,3.4|. Reported procedure: To a solution of 5.0 g (14.3 mmol) of 5-(cyanomethyl)-4-(2-methylpropyl-2-(difluoromethyl)-6-(trifluoromethyl)-3-pyridinecarboxylic acid, methyl ester, prepared as in Example d, above, 5.0 g (34.9 mmol) 1-methyl-4-chlorobutyryl chloride, 0.37 g benzyltriethylammonium chloride, and 150 mL dichloromethane was added 82 mL 50% NaOH. The solution was stirred at room temperature for 2 hours. The reaction was then quenched with ice water and extracted with dichloromethane. The organic layer was dried o... Reactants: COC([C@@H](NC(C1=CC=C(C=C1)CCC1=CNC=2N=C(NC(C21)=O)N)=O)CCC(=O)OC)=O (N-[4-[2-[2-amino-4,7 -dihydro-4-oxo-3H-pyrrolo[2,3 -d]pyrimidin-5-yl]ethyl]benzoyl]glutamic acid dimethyl ester), [OH-].[Na+] (sodium hydroxide), Cl (hydrochloric acid). Conditions: time 48 hour. Product: NC=1NC(C2=C(N1)NC=C2CCC2=CC=C(C(=O)N[C@@H](CCC(=O)O)C(=O)O)C=C2)=O (N-[4-[2-[2-Amino-4,7-dihydro-4-oxo-3H-pyrrolo[2,3-d]pyrimidin-5-yl]ethyl]benzoyl]glutamic acid). Isolated yield 58.9%. Reaction SMILES: C[O:2][C:3](=[O:33])[C@H:4]([CH2:27][CH2:28][C:29]([O:31]C)=[O:30])[NH:5][C:6](=[O:26])[C:7]1[CH:12]=[CH:11][C:10]([CH2:13][CH2:14][C:15]2[C:23]3[C:22](=[O:24])[NH:21][C:20]([NH2:25])=[N:19][C:18]=3[NH:17][CH:16]=2)=[CH:9][CH:8]=1.[OH-].[Na+].Cl>>[NH2:25][C:20]1[NH:21][C:22](=[O:24])[C:23]2[C:15]([CH2:14][CH2:13][C:10]3[CH:9]=[CH:8][C:7]([C:6]([NH:5][C@H:4]([C:3]([OH:33])=[O:2])[CH2:27][CH2:28][C:29]([OH:31])=[O:30])=[O:26])=[CH:12][CH:11]=3)=[CH:16][NH:17][C:18]=2[N:19]=1 |f:1.2|. Procedure details: A mixture of 0.50 g (1.1 mmol) of N-[4-[2-[2-amino-4,7 -dihydro-4-oxo-3H-pyrrolo[2,3 -d]pyrimidin-5-yl]ethyl]benzoyl]glutamic acid dimethyl ester, prepared in Preparation 5, and 3.3 ml of 2N aqueous sodium hydroxide was stirred at room temperature for 48 hours and neutralized to a pH of 5 with 6M aqueous hydrochloric acid. The precipitate was filtered, washed with water and dried, to give 0.277 g of the above product in a yield of 59 percent. Starting materials: BrC=1C=C2C(=CNC2=CC1)C (5-bromo-3-methyl-1H-indole), [Cu]C#N (copper (I) cyanide). Run in CCOC(=O)C (EtOAc). Conditions: temperature 200 celsius, time 5 hour. Yields the product CC1=CNC2=CC=C(C=C12)C#N (3-methyl-1H-indole-5-carbonitrile). The yield is 81.1%. As a reaction SMILES: Br[C:2]1[CH:3]=[C:4]2[C:8](=[CH:9][CH:10]=1)[NH:7][CH:6]=[C:5]2[CH3:11].[Cu][C:13]#[N:14]>CCOC(C)=O>[CH3:11][C:5]1[C:4]2[C:8](=[CH:9][CH:10]=[C:2]([C:13]#[N:14])[CH:3]=2)[NH:7][CH:6]=1. Procedure: A vessel was charged with 5-bromo-3-methyl-1H-indole (1.06 g, 5.05 mmol), copper (I) cyanide (542.83 mg, 6.0608 mmol), and degassed NMP (10 mL), sealed and heated to 200° C. with stirring for 5 h, then at 110° C. for 16 h. The cooled reaction was diluted with EtOAc and the organic layer was washed sequentially with water and brine, dried (Na2SO4), filtered and concentrated in vacuo. The crude product was purified by SiO2 chromatography eluting with an EtOAc/heptane gradient (0 to 100% EtOAc) to ... Reactants: BrC1=C(CCC1)Br (1,2-dibromocyclopentene), CSC1=CC=C(C=C1)B(O)O (4-methylthiophenylboronic acid), C(=O)([O-])[O-].[Na+].[Na+] (Na2CO3). Reagents/catalysts: C=1C=CC(=CC1)[P](C=2C=CC=CC2)(C=3C=CC=CC3)[Pd]([P](C=4C=CC=CC4)(C=5C=CC=CC5)C=6C=CC=CC6)([P](C=7C=CC=CC7)(C=8C=CC=CC8)C=9C=CC=CC9)[P](C=1C=CC=CC1)(C=1C=CC=CC1)C=1C=CC=CC1 (Pd(PPh3)4). Solvent: C1(=CC=CC=C1)C (toluene), C(C)O (ethanol). The product is BrC1=C(CCC1)C1=CC=C(C=C1)SC (1-(2-bromocyclopenten-1-yl)-4-(methylthio)benzene). Isolated yield 32.6%. Reaction SMILES: Br[C:2]1[CH2:6][CH2:5][CH2:4][C:3]=1[Br:7].[CH3:8][S:9][C:10]1[CH:15]=[CH:14][C:13](B(O)O)=[CH:12][CH:11]=1.C([O-])([O-])=O.[Na+].[Na+]>C1(C)C=CC=CC=1.C(O)C.C1C=CC([P]([Pd]([P](C2C=CC=CC=2)(C2C=CC=CC=2)C2C=CC=CC=2)([P](C2C=CC=CC=2)(C2C=CC=CC=2)C2C=CC=CC=2)[P](C2C=CC=CC=2)(C2C=CC=CC=2)C2C=CC=CC=2)(C2C=CC=CC=2)C2C=CC=CC=2)=CC=1>[Br:7][C:3]1[CH2:4][CH2:5][CH2:6][C:2]=1[C:13]1[CH:14]=[CH:15][C:10]([S:9][CH3:8])=[CH:11][CH:12]=1 |f:2.3.4,^1:38,40,59,78|. Procedure details: Under nitrogen, 36.4 g (161 mmol) of 1,2-dibromocyclopentene (Aldrich) was reacted with 18.0 g (107 mmol) of 4-methylthiophenylboronic acid (Step 1) in 550 mL of toluene, 365 mL of ethanol, and 235 mL of 2M Na2CO3 in the presence of 6.0 g (5 mol %) of Pd(PPh3)4. The reaction was vigorously stirred at reflux overnight and concentrated in vacuo. The residue was dissolved in ethyl acetate and washed with water, dried (MgSO4), and reconcentrated. Purification by silica gel chromatography (Waters Pre... Starting materials: intermediate 60, CC=1C=C(C=C(C1CN1CCCC1)C)O (3,5-dimethyl-4-(pyrrolidin-1-ylmethyl)phenol), CC(C)([O-])C.[K+] (potassium tert-butoxide), intermediate 41, CS(=O)(=O)O[C@@H]1C[C@@H](C1)CN1CCOCC1 (cis-3-(Morpholin-4-ylmethyl)cyclobutyl methanesulfonate). Reagents/catalysts: [Br-].C(CCC)[N+](CCCC)(CCCC)CCCC (tetrabutylammonium bromide). Solvent: CCOCC (Et2O), CS(=O)C (DMSO), CS(=O)C (DMSO). Reaction conditions: time 10 minute. Product: CC=1C=C(O[C@@H]2C[C@H](C2)CN2CCOCC2)C=C(C1CN1CCCC1)C (4-(((trans)-3-(3,5-dimethyl-4-((pyrrolidin-1-yl)methyl)phenoxy)cyclobutyl)methyl) morpholine). The yield is 65.5%. RXN SMILES: [CH3:1][C:2]1[CH:3]=[C:4]([OH:15])[CH:5]=[C:6]([CH3:14])[C:7]=1[CH2:8][N:9]1[CH2:13][CH2:12][CH2:11][CH2:10]1.CC(C)([O-])C.[K+].CS(O[C@H:27]1[CH2:30][C@@H:29]([CH2:31][N:32]2[CH2:37][CH2:36][O:35][CH2:34][CH2:33]2)[CH2:28]1)(=O)=O>CS(C)=O.[Br-].C([N+](CCCC)(CCCC)CCCC)CCC.CCOCC>[CH3:14][C:6]1[CH:5]=[C:4]([CH:3]=[C:2]([CH3:1])[C:7]=1[CH2:8][N:9]1[CH2:13][CH2:12][CH2:11][CH2:10]1)[O:15][C@H:27]1[CH2:28][C@H:29]([CH2:31][N:32]2[CH2:33][CH2:34][O:35][CH2:36][CH2:37]2)[CH2:30]1 |f:1.2,5.6|. Procedure details: A solution intermediate 60, 3,5-dimethyl-4-(pyrrolidin-1-ylmethyl)phenol (0.62 g, 3.0 mmol) and potassium tert-butoxide (3 mL, 1M THF, 3.0 mmol) in DMSO (10 mL) was heated to 100° C. under vigorous stirring. The mixture was stirred at this temperature for 10 min. A solution of intermediate 41, cis-3-(Morpholin-4-ylmethyl)cyclobutyl methanesulfonate (0.3 g, 1.2 mmol) in DMSO (10 mL) and tetrabutylammonium bromide (0.16 g, 0.48 mmol) were added. The mixture was stirred at 100° C. overnight, cooled... Reactants: CN1CCC(CC1)=C (1-Methyl-4-methylene-piperidine), N1(CCCCC1)CCCC=1C=C(C=C(C1)C(F)(F)F)NC(C)=O (N-[3-(3-piperidin-1-yl-propyl)-5-trifluoromethyl-phenyl]-acetamide). Product: CN1CCC(CC1)CC=1C=C(C=C(C1)C(F)(F)F)NC(C)=O (N-[3-(1-Methyl-piperidin-4-ylmethyl)-5-trifluoromethyl-phenyl]-acetamide). As a reaction SMILES: [CH3:1][N:2]1[CH2:7][CH2:6][C:5](=[CH2:8])[CH2:4][CH2:3]1.N1(CCC[C:18]2[CH:19]=[C:20]([NH:28][C:29](=[O:31])[CH3:30])[CH:21]=[C:22]([C:24]([F:27])([F:26])[F:25])[CH:23]=2)CCCCC1>>[CH3:1][N:2]1[CH2:7][CH2:6][CH:5]([CH2:8][C:18]2[CH:19]=[C:20]([NH:28][C:29](=[O:31])[CH3:30])[CH:21]=[C:22]([C:24]([F:25])([F:26])[F:27])[CH:23]=2)[CH2:4][CH2:3]1. Reported procedure: N-[3-(1-Methyl-piperidin-4-ylmethyl)-5-trifluoromethyl-phenyl]-acetamide was prepared from 1-Methyl-4-methylene-piperidine similar to that described in the preparation of N-[3-(3-piperidin-1-yl-propyl)-5-trifluoromethyl-phenyl]-acetamide.